Dataset: the Open Reaction Database (ORD), a public repository of structured organic reaction records. Task: describe an organic reaction: reactants, conditions, products, and yield Reactants: CC=1N=C2N3C1C(=NC3=CC=C2)SCCCCNS(=O)(=O)C(F)(F)F (3-methyl-2-[4-(trifluoromethanesulfonamido)butan-1-ylthio]-1,4,7b-triazacyclopent[cd]indene), Cl (HCl). The solvent is CO (methanol). The product is Cl.CC=1N=C2N3C1C(=NC3=CC=C2)SCCCCNS(=O)(=O)C(F)(F)F (3-methyl-2-[4-(trifluoromethanesulfonamido)butan-1-ylthio]-1,4,7b-triazacyclopent[cd]indene-hydrochloride). Isolated yield 79.9%. Reaction SMILES: [CH3:1][C:2]1[N:3]=[C:4]2[CH:12]=[CH:11][CH:10]=[C:9]3[N:5]2[C:6]=1[C:7]([S:13][CH2:14][CH2:15][CH2:16][CH2:17][NH:18][S:19]([C:22]([F:25])([F:24])[F:23])(=[O:21])=[O:20])=[N:8]3.[ClH:26]>CO>[ClH:26].[CH3:1][C:2]1[N:3]=[C:4]2[CH:12]=[CH:11][CH:10]=[C:9]3[N:5]2[C:6]=1[C:7]([S:13][CH2:14][CH2:15][CH2:16][CH2:17][NH:18][S:19]([C:22]([F:25])([F:23])[F:24])(=[O:20])=[O:21])=[N:8]3 |f:3.4|. Procedure: To a suspension of 873 mg (2.22 mmol) of 3-methyl-2-[4-(trifluoromethanesulfonamido)butan-1-ylthio]-1,4,7b-triazacyclopent[cd]indene in 10 ml of methanol was added 0.23 ml of conc. HCl. The solvent was then distilled off. The residue was recrystallized from ethanol-ether to give 762 mg of the desired compound (79.9%, colorless crystals), m.p.129.0-131.0° C.